Dataset: the Open Reaction Database (ORD), a public repository of structured organic reaction records. Task: describe an organic reaction: reactants, conditions, products, and yield The reactants are NC1=CC=C(OCCN2C(C=3C(C2=O)=CC=CC3)=O)C=C1 (N-(2-(4-aminophenoxy)ethyl)phthalimide), CCCC(=O)CC(=O)[O-] (methylpropionylacetate), O (water). Procedure: A mixture of N-(2-(4-aminophenoxy)ethyl)phthalimide (4.2 g), methylpropionylacetate (1.94 g) and p-toluenesulphonic acid (100 mg) in benzene (95 ml) was stirred and heated at reflux for 3 hours with azeotropic removal of water. Volatile material was then removed by evaporation and the residue was added to a refluxing eutectic mixture of 26.5% v/v diphenyl and 73.5% v/v diphenyl oxide (25 ml). The mixture was heated at reflux for 15 minutes and then cooled to ambient temperature. Hexane (80 ml) w... The solvent is C1=CC=CC=C1 (benzene). Yield: 46.4%. As a reaction SMILES: [NH2:1][C:2]1[CH:21]=[CH:20][C:5]([O:6][CH2:7][CH2:8][N:9]2[C:13](=[O:14])[C:12]3=[CH:15][CH:16]=[CH:17][CH:18]=[C:11]3[C:10]2=[O:19])=[CH:4][CH:3]=1.C[CH2:23][CH2:24][C:25]([CH2:27][C:28]([O-])=[O:29])=O.O>C1C=CC=CC=1.C1(C)C=CC(S(O)(=O)=O)=CC=1>[CH2:24]([C:25]1[CH2:27][C:28](=[O:29])[C:3]2[C:2](=[CH:21][CH:20]=[C:5]([O:6][CH2:7][CH2:8][N:9]3[C:10](=[O:19])[C:11]4=[CH:18][CH:17]=[CH:16][CH:15]=[C:12]4[C:13]3=[O:14])[CH:4]=2)[N:1]=1)[CH3:23]. The product is C(C)C1=NC2=CC=C(C=C2C(C1)=O)OCCN1C(C=2C(C1=O)=CC=CC2)=O (2-ethyl-6-(2-phthalimidoethoxy)-4-quinolone). The reagents and catalysts are C1(=CC=C(C=C1)S(=O)(=O)O)C (p-toluenesulphonic acid). The reactants are ClC=1C=C2C=C(NC2=CC1Cl)CC(F)(F)F (5,6-Dichloro-2-(2,2,2-trifluoro-ethyl)-1H-indole), [H-].[Na+] (NaH), ClC1=CC=CC=2N(C(=NC21)CC(F)(F)F)Cl (dichloro-2-(2,2,2-trifluoro-ethyl)-1H-benzoimidazole), BrCC1=CC=C(C=C1)N1N=CC=C1 (1-[4-(bromomethyl)-phenyl]-1H-pyrazole), [NH4+].[Cl-] (NH4Cl). Run in CN(C)C=O (DMF). Run at temperature 0 celsius, time 0.5 hour. The product is EtOAc hexanes, ClC1=CC2=C(N(C(=N2)CC(F)(F)F)CC2=CC=C(C=C2)N2N=CC=C2)C=C1Cl (5,6-Dichloro-1-(4-pyrazol-1-yl-benzyl)-2-(2,2,2-trifluoro-ethyl)-1H-benzoimidazole). The yield is 0.0%. As a reaction SMILES: [H-].[Na+].ClC1C2N=C(CC(F)(F)F)[N:9](Cl)C=2C=CC=1.[Cl:19][C:20]1[CH:21]=[C:22]2[C:26](=[CH:27][C:28]=1[Cl:29])[NH:25][C:24]([CH2:30][C:31]([F:34])([F:33])[F:32])=C2.Br[CH2:36][C:37]1[CH:42]=[CH:41][C:40]([N:43]2[CH:47]=[CH:46][CH:45]=[N:44]2)=[CH:39][CH:38]=1.[NH4+].[Cl-]>CN(C=O)C>[Cl:29][C:28]1[C:20]([Cl:19])=[CH:21][C:22]2[N:9]([CH2:36][C:37]3[CH:42]=[CH:41][C:40]([N:43]4[CH:47]=[CH:46][CH:45]=[N:44]4)=[CH:39][CH:38]=3)[C:24]([CH2:30][C:31]([F:32])([F:33])[F:34])=[N:25][C:26]=2[CH:27]=1 |f:0.1,5.6|. Procedure: NaH (60%) (60 mg, 1.5 mmol) was added into a solution of dichloro-2-(2,2,2-trifluoro-ethyl)-1H-benzoimidazole. 5,6-Dichloro-2-(2,2,2-trifluoro-ethyl)-1H-indole (269 mg, 1 mmol) in DMF (5 ml) at 0° C. The resulting mixture was stirred at 0° C. for half hour. 1-[4-(bromomethyl)-phenyl]-1H-pyrazole (356 mg, 1.5 mmol) was then added to the reaction mixture at 0° C. The reaction temperature was raised to 25° C. and then the reaction mixture was stirred for 18 hours. NH4Cl (aq.) was added and extracte... The reactants are CC=CCCl, CCC(=O)Cc1ccccc1. The product is CC=CCC(C(=O)CC)c1ccccc1. Reaction SMILES: [CH2:12]([CH:13]=[CH:14][CH3:15])[Cl:16].[CH2:1]([c:2]1[cH:3][cH:4][cH:5][cH:6][cH:7]1)[C:8](=[O:9])[CH2:10][CH3:11]>>[CH:1]([c:2]1[cH:3][cH:4][cH:5][cH:6][cH:7]1)([C:8](=[O:9])[CH2:10][CH3:11])[CH2:12][CH:13]=[CH:14][CH3:15]. Starting materials: C1CCOC1, Cl, [Li+], CCOC(=O)COC1CCN(C2CCN(C(=O)C(Cc3cc(C)c(O)c(C)c3)OC(=O)N3CCC(N4CCc5ccccc5NC4=O)CC3)CC2)CC1, [OH-], O. The product is Cc1cc(CC(OC(=O)N2CCC(N3CCc4ccccc4NC3=O)CC2)C(=O)N2CCC(N3CCC(OCC(=O)O)CC3)CC2)cc(C)c1O. Reaction SMILES: [CH2:58]1[O:59][CH2:60][CH2:61][CH2:62]1.[ClH:56].[Li+:2].[O:3]=[C:4]1[NH:5][c:6]2[c:7]([cH:52][cH:53][cH:54][cH:55]2)[CH2:8][CH2:9][N:10]1[CH:11]1[CH2:12][CH2:13][N:14]([C:17](=[O:18])[O:19][CH:20]([C:21](=[O:22])[N:23]2[CH2:24][CH2:25][CH:26]([N:29]3[CH2:30][CH2:31][CH:32]([O:35][CH2:36][C:37](=[O:38])[O:39][CH2:40][CH3:41])[CH2:33][CH2:34]3)[CH2:27][CH2:28]2)[CH2:42][c:43]2[cH:44][c:45]([CH3:51])[c:46]([OH:50])[c:47]([CH3:49])[cH:48]2)[CH2:15][CH2:16]1.[OH-:1].[OH2:57]>>[O:3]=[C:4]1[NH:5][c:6]2[c:7]([cH:52][cH:53][cH:54][cH:55]2)[CH2:8][CH2:9][N:10]1[CH:11]1[CH2:12][CH2:13][N:14]([C:17](=[O:18])[O:19][CH:20]([C:21](=[O:22])[N:23]2[CH2:24][CH2:25][CH:26]([N:29]3[CH2:30][CH2:31][CH:32]([O:35][CH2:36][C:37](=[O:38])[OH:39])[CH2:33][CH2:34]3)[CH2:27][CH2:28]2)[CH2:42][c:43]2[cH:44][c:45]([CH3:51])[c:46]([OH:50])[c:47]([CH3:49])[cH:48]2)[CH2:15][CH2:16]1. Reactants: C(C)OC(CC1(C[C@H](N(C1)C(=O)OC(C)(C)C)C(=O)OC(C)(C)C)O)=O ((2S)-di-tert-butyl 4-(2-ethoxy-2-oxoethyl)-4-hydroxypyrrolidine-1,2-dicarboxylate), CO (methanol), NN (hydrazine), Cl (HCl), solution, N(=O)[O-].[Na+] (NaNO2). Solvent: C(Cl)(Cl)Cl (chloroform), C1=CC=CC=C1 (benzene). Reaction conditions: time 8 hour. Product: O=C1OC2(CN1)CN([C@@H](C2)C(=O)OC(C)(C)C)C(=O)OC(C)(C)C ((8S)-di-tert-butyl 2-oxo-1-oxa-3,7-diazaspiro[4.4]nonane-7,8-dicarboxylate). Reaction SMILES: C(OC(=O)[CH2:5][C:6]1([OH:25])[CH2:10][N:9]([C:11]([O:13][C:14]([CH3:17])([CH3:16])[CH3:15])=[O:12])[C@H:8]([C:18]([O:20][C:21]([CH3:24])([CH3:23])[CH3:22])=[O:19])[CH2:7]1)C.NN.Cl.[N:30]([O-])=O.[Na+].[CH3:34][OH:35]>C(Cl)(Cl)Cl.C1C=CC=CC=1>[O:35]=[C:34]1[NH:30][CH2:5][C:6]2([CH2:7][C@@H:8]([C:18]([O:20][C:21]([CH3:24])([CH3:23])[CH3:22])=[O:19])[N:9]([C:11]([O:13][C:14]([CH3:17])([CH3:16])[CH3:15])=[O:12])[CH2:10]2)[O:25]1 |f:3.4|. Reported procedure: (2S)-di-tert-butyl 4-(2-ethoxy-2-oxoethyl)-4-hydroxypyrrolidine-1,2-dicarboxylate (A1) (1.58 g, 4.42 mmol, 1 eq.) was diluted in methanol (6 mL). To this mixture, hydrazine (0.417 mL, 13.26 mmol, 3 eq.) was added. The reaction was stirred at room temp. overnight then concentrated. To the residue, 0.5 N HCl (22.1 mL, 11.05 mmol, 2.5 eq.) was added and the mixture was sonnicated until the residue dissolved in the acid. The solution was cooled in an icewater bath. A 1.0 M solution of NaNO2 (5.3 mL,... Starting materials: Cc1cc(C(=O)O)no1, CS(=O)(=O)c1ccc(Oc2ncnc3c2cnn3C2CCNCC2)cc1, CCN(C(C)C)C(C)C, O=C(O)C(F)(F)F. Yields the product Cc1cc(C(=O)N2CCC(n3ncc4c(Oc5ccc(S(C)(=O)=O)cc5)ncnc43)CC2)no1. RXN SMILES: [CH3:34][c:35]1[cH:36][c:37]([C:40](=[O:41])[OH:42])[n:38][o:39]1.[CH3:8][S:9](=[O:10])(=[O:11])[c:12]1[cH:13][cH:14][c:15]([O:16][c:17]2[c:18]3[c:19]([n:20][cH:21][n:22]2)[n:23]([CH:26]2[CH2:27][CH2:28][NH:29][CH2:30][CH2:31]2)[n:24][cH:25]3)[cH:32][cH:33]1.[CH:43]([N:44]([CH:45]([CH3:46])[CH3:47])[CH2:48][CH3:49])([CH3:50])[CH3:51].[F:1][C:2]([F:3])([F:4])[C:5]([OH:6])=[O:7]>>[CH3:8][S:9](=[O:10])(=[O:11])[c:12]1[cH:13][cH:14][c:15]([O:16][c:17]2[c:18]3[c:19]([n:20][cH:21][n:22]2)[n:23]([CH:26]2[CH2:27][CH2:28][N:29]([C:40]([c:37]4[cH:36][c:35]([CH3:34])[o:39][n:38]4)=[O:41])[CH2:30][CH2:31]2)[n:24][cH:25]3)[cH:32][cH:33]1.